Dataset: the Open Reaction Database (ORD), a public repository of structured organic reaction records. Task: describe an organic reaction: reactants, conditions, products, and yield Starting materials: C(C)(=O)Cl (Acetyl chloride), C1(CC1)NCCCOC1=C(C=C(C=C1)C1=CC2=C(C(=N1)C#N)N=CN2)C(F)(F)F (6-(4-(3-(cyclopropylamino)propoxy)-3-(trifluoromethyl)phenyl)-1H-imidazo[4,5-c]pyridine-4-carbonitrile), C(C)(C)N(CC)C(C)C (diisopropylethylamine). Run in C1CCOC1 (THF). Run at time 1 hour. Product: C(C)(=O)N(C1CC1)CCCOC1=C(C=C(C=C1)C1=CC2=C(C(=N1)C#N)N=CN2C)C(F)(F)F (6-{4-[3-(N-acetyl-N-cyclopropylamino)propoxy]-3-(trifluoromethyl)-phenyl}-1-methyl-1H-imidazo[4,5-c]pyridine-4-carbonitrile). RXN SMILES: [C:1](Cl)(=[O:3])[CH3:2].[CH:5]1([NH:8][CH2:9][CH2:10][CH2:11][O:12][C:13]2[CH:18]=[CH:17][C:16]([C:19]3[N:24]=[C:23]([C:25]#[N:26])[C:22]4[N:27]=[CH:28][NH:29][C:21]=4[CH:20]=3)=[CH:15][C:14]=2[C:30]([F:33])([F:32])[F:31])[CH2:7][CH2:6]1.[CH:34](N(C(C)C)CC)(C)C>C1COCC1>[C:1]([N:8]([CH2:9][CH2:10][CH2:11][O:12][C:13]1[CH:18]=[CH:17][C:16]([C:19]2[N:24]=[C:23]([C:25]#[N:26])[C:22]3[N:27]=[CH:28][N:29]([CH3:34])[C:21]=3[CH:20]=2)=[CH:15][C:14]=1[C:30]([F:32])([F:31])[F:33])[CH:5]1[CH2:7][CH2:6]1)(=[O:3])[CH3:2]. Procedure: Acetyl chloride (0.010 ml) was added dropwise to a solution of 6-(4-(3-(cyclopropylamino)propoxy)-3-(trifluoromethyl)phenyl)-1H-imidazo[4,5-c]pyridine-4-carbonitrile (20 mg) and diisopropylethylamine (0.042 ml) in THF (2 ml). The reaction mixture was stirred at room temperature for 1 hour. The product was then purified by acidic prep HPLC to give 6-{4-[3-(N-acetyl-N-cyclopropylamino)propoxy]-3-(trifluoromethyl)-phenyl}-1-methyl-1H-imidazo[4,5-c]pyridine-4-carbonitrile. Reactants: C(CCC)C=1N=C(C2=C(N1)C(=NN2)CCCCCCN2CCCC2)N (5-Butyl-3-(6-(pyrrolidin-1-yl)hexyl)-1H-pyrazolo[4,3-d]pyrimidin-7-amine), CS(=O)(=O)O (methane sulfonic acid), CS(=O)(=O)O (methane sulfonic acid). Solvent: C(C)#N (acetonitrile). Conditions: temperature 20 celsius, time 8 hour. The product is CS(=O)(=O)O.C(CCC)C=1N=C(C2=C(N1)C(=NN2)CCCCCCN2CCCC2)N (5-Butyl-3-(6-(pyrrolidin-1-yl)hexyl)-1H-pyrazolo[4,3-d]pyrimidin-7-amine methanesulfonate). Reaction SMILES: [CH2:1]([C:5]1[N:6]=[C:7]([NH2:25])[C:8]2[NH:13][N:12]=[C:11]([CH2:14][CH2:15][CH2:16][CH2:17][CH2:18][CH2:19][N:20]3[CH2:24][CH2:23][CH2:22][CH2:21]3)[C:9]=2[N:10]=1)[CH2:2][CH2:3][CH3:4].[CH3:26][S:27]([OH:30])(=[O:29])=[O:28]>C(#N)C>[CH3:26][S:27]([OH:30])(=[O:29])=[O:28].[CH2:1]([C:5]1[N:6]=[C:7]([NH2:25])[C:8]2[NH:13][N:12]=[C:11]([CH2:14][CH2:15][CH2:16][CH2:17][CH2:18][CH2:19][N:20]3[CH2:24][CH2:23][CH2:22][CH2:21]3)[C:9]=2[N:10]=1)[CH2:2][CH2:3][CH3:4] |f:3.4|. Procedure details: 5-Butyl-3-(6-(pyrrolidin-1-yl)hexyl)-1H-pyrazolo[4,3-d]pyrimidin-7-amine (200.3 mg) slurried in acetonitrile (2 mL) at 70° C. was treated with anhydrous methane sulfonic acid (38 ul, 1.0 eq). The resulting reaction mixture turned over to a solution on addition of methane sulfonic acid and on aging at 70° C. started to precipitate solid. The resulting slurry was found to set solid and therefore additional acetonitrile (2 mL) was added to mobilise the slurry. The resulting reaction mixture was all... The reactants are O=C[C@H](O)[C@@H](O)[C@H](O)[C@H](O)CO (glucose). The solvent is C(C)O (ethanol). The product is C([C@H](O)[C@@H](O)[C@H](O)CO)O (xylitol). As a reaction SMILES: [O:1]=[CH:2][C@@H:3]([C@H:5]([C@@H:7]([C@@H:9](CO)[OH:10])[OH:8])[OH:6])[OH:4]>C(O)C>[CH2:2]([OH:1])[C@@H:3]([C@H:5]([C@@H:7]([CH2:9][OH:10])[OH:8])[OH:6])[OH:4]. Procedure details: As illustrated in FIG. 2, addition of glucose and ethanol resulted in the production of an significantly increased amount of xylitol, so that a considerable effect of their addition was observed. In the case where no carbon source was added, D-arabitol was oxidized substantially completely to D-xylulose. Even in the reaction without addition of any carbon source, prevention of pH at the time of reaction from decreasing by addition of calcium carbonate resulted in a slight increase in the yield o... Reactants: CCC(=S)Cl (methylthioacetyl chloride), NC1[C@@H]2N(C(=C(CS2)CSC=2OC(=NN2)CC(=O)O)C(=O)O)C1=O (7-amino-3-(5-carboxymethyl-1,3,4-oxadiazol-2-ylthiomethyl)3-cephem-4-carboxylic acid), [OH-].[Na+] (sodium hydroxide). The solvent is CC(=O)C (acetone), C([O-])(O)=O.[Na+] (sodium bicarbonate), CC(=O)C (acetone). Run at time 20 minute. Yields the product CCC(=S)NC1[C@@H]2N(C(=C(CS2)CSC=2OC(=NN2)CC(=O)O)C(=O)O)C1=O (7-Methylthioacetamido-3-(5-carboxymethyl-1,3,4-oxadiazol-2-ylthiomethyl)-3-cephem-4-carboxylic acid). RXN SMILES: [NH2:1][CH:2]1[C:23](=[O:24])[N:4]2[C:5]([C:20]([OH:22])=[O:21])=[C:6]([CH2:9][S:10][C:11]3[O:12][C:13]([CH2:16][C:17]([OH:19])=[O:18])=[N:14][N:15]=3)[CH2:7][S:8][C@H:3]12.[CH3:25][CH2:26][C:27](Cl)=[S:28].[OH-].[Na+]>C(=O)(O)[O-].[Na+].CC(C)=O>[CH3:25][CH2:26][C:27]([NH:1][CH:2]1[C:23](=[O:24])[N:4]2[C:5]([C:20]([OH:22])=[O:21])=[C:6]([CH2:9][S:10][C:11]3[O:12][C:13]([CH2:16][C:17]([OH:19])=[O:18])=[N:14][N:15]=3)[CH2:7][S:8][C@H:3]12)=[S:28] |f:2.3,4.5|. Procedure: To a stirred, cooled (-20°) solution of 8.8 g (0.026 mol) of 7-amino-3-(5-carboxymethyl-1,3,4-oxadiazol-2-ylthiomethyl)3-cephem-4-carboxylic acid in 220 ml of 3% sodium bicarbonate and 220 ml of acetone is added dropwise a solution of 3.66 g (0.029 mol) of methylthioacetyl chloride in 52 ml of acetone, during which time the pH of the reaction mixture is maintained at 8.0 by addition of 10% sodium hydroxide. After addition the reaction mixture is stirred an additional 20 minutes at -15°, then is ...